The task is: describe an organic reaction: reactants, conditions, products, and yield. This data is from the Open Reaction Database (ORD), a public repository of structured organic reaction records. Starting materials: C(#N)C(C(=O)OC(C)(C)C)=C1NC=CC(=N1)C(F)(F)F (tert-Butyl 2-cyano-2-[4-trifluoromethylpyrimidin-2(1H)-ylidene]acetate), O1CCOCC1 (dioxane). Solvent: Cl (hydrogen chloride). Run at time 6 hour. Product: FC(C1=NC(=NC=C1)CC#N)(F)F (2-(4-trifluoromethylpyrimidin-2-yl)acetonitrile). Isolated yield 99.8%. RXN SMILES: [C:1]([C:3](=[C:11]1[N:16]=[C:15]([C:17]([F:20])([F:19])[F:18])[CH:14]=[CH:13][NH:12]1)C(OC(C)(C)C)=O)#[N:2].O1CCOCC1>Cl>[F:20][C:17]([F:18])([F:19])[C:15]1[CH:14]=[CH:13][N:12]=[C:11]([CH2:3][C:1]#[N:2])[N:16]=1. Procedure: tert-Butyl 2-cyanoacetate (97.45 g, 690 mmol) was dissolved in anhydrous THF (1 L), and cooled on an ice-bath for 90 min with stirring under nitrogen. A 1M solution of lithium hexamethyldisilazane in THF (690 mL, 690 mmol) was added dropwise. The mixture was stirred for an additional 1 hr, then 2-chloro-4-trifluoromethylpyrimidin (105 g, 590 mmol) was added dropwise. The mixture was then heated to 50° C. for 3 hr with stirring under nitrogen, allowed to cool, and the solvent removed under reduce... The reactants are C(C1=CC=CC=C1)N1C2=C(C=CC=C2C=2C(=CC=CC12)O)F (9-Benzyl-8-fluoro-9H-carbazol-4-ol), Cl.C(C)N(CCCl)CC (2-diethylaminoethylchloride hydrochloride), C([O-])([O-])=O.[K+].[K+] (potassium carbonate), [I-].[Na+] (sodium iodide). Run in CN(C)C=O (DMF). Yields the product C(C1=CC=CC=C1)N1C2=C(C=CC=C2C=2C(=CC=CC12)OCCN(CC)CC)F (N-{2-[(9-Benzyl-8-fluoro-9H-carbazol-4-yl)oxy]ethyl}-N,N-diethylamine). Yield: 56.1%. As a reaction SMILES: [CH2:1]([N:8]1[C:20]2[CH:19]=[CH:18][CH:17]=[C:16]([OH:21])[C:15]=2[C:14]2[C:9]1=[C:10]([F:22])[CH:11]=[CH:12][CH:13]=2)[C:2]1[CH:7]=[CH:6][CH:5]=[CH:4][CH:3]=1.Cl.[CH2:24]([N:26]([CH2:30][CH3:31])[CH2:27][CH2:28]Cl)[CH3:25].C(=O)([O-])[O-].[K+].[K+].[I-].[Na+]>CN(C=O)C>[CH2:1]([N:8]1[C:20]2[CH:19]=[CH:18][CH:17]=[C:16]([O:21][CH2:25][CH2:24][N:26]([CH2:30][CH3:31])[CH2:27][CH3:28])[C:15]=2[C:14]2[C:9]1=[C:10]([F:22])[CH:11]=[CH:12][CH:13]=2)[C:2]1[CH:3]=[CH:4][CH:5]=[CH:6][CH:7]=1 |f:1.2,3.4.5,6.7|. Procedure details: 9-Benzyl-8-fluoro-9H-carbazol-4-ol (0.0273 g, 0.0940 mmol), 2-diethylaminoethylchloride hydrochloride (0.0237 g, 0.14 mmol), potassium carbonate (0.0396 g, 0.29 mmol), sodium iodide (0.0013 g, 0.0087 mmol) and DMF (1 mL) are heated at 80° C. for 3 h. After the mixture had cooled, it is partitioned between water and ethyl acetate. The organic layer is dried over magnesium sulfate and concentrated to an oil. The oil is chromatographed on silica gel (20 mL) using methanol/dichloromethane (1/99 to 2... The reactants are crude product, [NH4+].[Cl-] (NH4Cl), C(C)OC(=O)C=1C2CN(CC(CC1C=1SC(=C(N1)C)CCO)N2C(=O)OC(C)(C)C)C(=O)OC(C)(C)C (7-[5-(2-Hydroxyethyl)-4-methylthiazol-2-yl]-3,9-diazabicyclo[3.3.1]-non-6-ene-3,6,9-tricarboxylic acid 3,9-di-tert-butyl ester 6-ethyl ester), [OH-].[Na+] (NaOH), N1C=NC=C1 (Imidazole), CC(C)(C)[Si](C)(C)Cl (TBDMS-Cl), Cl (HCl), C(=O)([O-])[O-].[K+].[K+] (K2CO3). Solvent: C1CCOC1 (THF), CCO (EtOH), CCOC(=O)C (EtOAc), O (H2O), CO (MeOH). Conditions: temperature 80 celsius, time 2 hour. Yields the product C(C)(C)(C)OC(=O)N1CC2CC(=C(C(C1)N2C(=O)OC(C)(C)C)C(=O)O)C=2SC(=C(N2)C)CCO[Si](C)(C)C(C)(C)C (7-{5-[2-(tert-Butyldimethylsilanyloxy)ethyl]-4-methylthiazol-2-yl}-3,9-diazabicyclo[3.3.1]non-6-ene-3,6,9-tricarboxylic acid 3,9-di-tert-butyl ester). Isolated yield 123.8%. Reaction SMILES: C([O:3][C:4]([C:6]1[CH:7]2[N:23]([C:24]([O:26][C:27]([CH3:30])([CH3:29])[CH3:28])=[O:25])[CH:11]([CH2:12][C:13]=1[C:14]1[S:15][C:16]([CH2:20][CH2:21][OH:22])=[C:17]([CH3:19])[N:18]=1)[CH2:10][N:9]([C:31]([O:33][C:34]([CH3:37])([CH3:36])[CH3:35])=[O:32])[CH2:8]2)=[O:5])C.[OH-].[Na+].Cl.N1C=CN=C1.[CH3:46][C:47]([Si:50](Cl)([CH3:52])[CH3:51])([CH3:49])[CH3:48].[NH4+].[Cl-].C([O-])([O-])=O.[K+].[K+]>CCO.CCOC(C)=O.C1COCC1.O.CO>[C:34]([O:33][C:31]([N:9]1[CH2:8][CH:7]2[N:23]([C:24]([O:26][C:27]([CH3:29])([CH3:30])[CH3:28])=[O:25])[CH:11]([CH2:12][C:13]([C:14]3[S:15][C:16]([CH2:20][CH2:21][O:22][Si:50]([C:47]([CH3:49])([CH3:48])[CH3:46])([CH3:52])[CH3:51])=[C:17]([CH3:19])[N:18]=3)=[C:6]2[C:4]([OH:3])=[O:5])[CH2:10]1)=[O:32])([CH3:35])([CH3:37])[CH3:36] |f:1.2,6.7,8.9.10|. Procedure: A mixture of compound C1 (8.37 g, 13.6 mmol) in EtOH (88 mL) and aq. 1M NaOH (88 mL) was stirred at 80° C. for 2 h. The mixture was allowed to cool to rt, and was then diluted with EtOAc (500 mL). This mixture was acidified with aq. 1M HCl (110 mL) until a pH between 3 and 4 was obtained. The layers were separated, then the aq. phase was extracted with EtOAc. The combined org. extracts were dried over MgSO4, filtered, and the solvents were removed under reduced pressure. The crude product was di... Reactants: COC1=C(C(=O)Cl)C=CC=C1 (2-Methoxybenzoyl Chloride), OCC(=O)C1=CC=CC=C1 (2-hydroxyacetophenone), ice, Cl (hydrochloric acid). The solvent is N1=CC=CC=C1 (pyridine). Run at temperature 60 celsius, time 15 minute. Yields the product COC1=C(C(=O)OCC(=O)C2=CC=CC=C2)C=CC=C1 (2-[(2-Methoxybenzoyl)oxy]-acetophenone). Yield: 89.5%. Reaction SMILES: [CH3:1][O:2][C:3]1[CH:11]=[CH:10][CH:9]=[CH:8][C:4]=1[C:5](Cl)=[O:6].[OH:12][CH2:13][C:14]([C:16]1[CH:21]=[CH:20][CH:19]=[CH:18][CH:17]=1)=[O:15].Cl>N1C=CC=CC=1>[CH3:1][O:2][C:3]1[CH:11]=[CH:10][CH:9]=[CH:8][C:4]=1[C:5]([O:12][CH2:13][C:14]([C:16]1[CH:21]=[CH:20][CH:19]=[CH:18][CH:17]=1)=[O:15])=[O:6]. Reported procedure: 2-Methoxybenzoyl chloride (about 51 g) from Example 1a was added dropwise to a mixture of 2-hydroxyacetophenone (27.2 g, 24.1 ml, 0.20 mol) and pyridine (40 ml). The reaction mixture was warmed to about 60° C. exothermically. After stirring for 15 minutes, the reaction mixture was poured onto a mixture of ice (800 g) and 36% hydrochloric acid (120 ml). The solid was filtered off, washed with water, and dried. The crude product was crystallized from methanol to yield 48.4 g (89.6%) of the compoun...